Dataset: the Open Reaction Database (ORD), a public repository of structured organic reaction records. Task: describe an organic reaction: reactants, conditions, products, and yield The solvent is CO (methanol). Yield: 87.4%. Reaction SMILES: [N:1]1(C(OCC2C=CC=CC=2)=O)[C:5](=[O:6])[CH2:4][CH2:3][C@H:2]1[C:7]([NH:9][C@H:10]([C:15]([N:17]1[CH2:25][CH2:24][CH2:23][CH2:22][C@H:18]1[C:19]([NH2:21])=[O:20])=[O:16])[CH2:11][CH:12]([CH3:14])[CH3:13])=[O:8]>CO.[Pd]>[NH:1]1[C:5](=[O:6])[CH2:4][CH2:3][C@H:2]1[C:7]([NH:9][C@H:10]([C:15]([N:17]1[CH2:25][CH2:24][CH2:23][CH2:22][C@H:18]1[C:19]([NH2:21])=[O:20])=[O:16])[CH2:11][CH:12]([CH3:14])[CH3:13])=[O:8]. Yields the product N1[C@@H](CCC1=O)C(=O)N[C@@H](CC(C)C)C(=O)N1[C@H](C(=O)N)CCCC1 (Glp-Leu-Pip-NH2). Reported procedure: 2.1 g (4.32 mmoles) of Z-Glp-Leu-Pip-NH2 are dissolved in 40 ml of methanol. 0.2 g of a 10% palladium-on-carbon catalyst are added, and hydrogen is bubbled through the mixture for one hour. The catalyst is filtered off, the filtrate is evaporated, and the residue is triturated with ether. The resulting crude product (1.48 g) is dissolved in 20 ml of water, the solution is decolourized, filtered, and 4 g of sodium chloride are dissolved in the clear filtrate. The aqueous solution is extracted thr... Reactants: N1([C@@H](CCC1=O)C(=O)N[C@@H](CC(C)C)C(=O)N1[C@H](C(=O)N)CCCC1)C(=O)OCC1=CC=CC=C1 (Z-Glp-Leu-Pip-NH2). The reagents and catalysts are [Pd] (palladium-on-carbon). The reactants are C(C)(C)(C)C1=CC(=C(C=N1)C=1N([C@]([C@](N1)(C)C1=CC=C(C=C1)Cl)(C)C1=CC=C(C=C1)Cl)C(=O)N1CCC(CC1)CC(=O)O)OCC ({1-[(4S,5R)-2-(6-tert-butyl-4-ethoxy-pyridin-3-yl)-4,5-bis-(4-chloro-phenyl)-4,5-dimethyl-4,5-dihydro-imidazole-1-carbonyl]-piperidin-4-yl}-acetic acid), FC1=CC=C(N)C=C1 (4-fluoroaniline). Product: C(C)(C)(C)C1=CC(=C(C=N1)C=1N([C@]([C@](N1)(C)C1=CC=C(C=C1)Cl)(C)C1=CC=C(C=C1)Cl)C(=O)N1CCC(CC1)CC(=O)NC1=CC=C(C=C1)F)OCC (2-{1-[(4S,5R)-2-(6-tert-Butyl-4-ethoxy-pyridin-3-yl)-4,5-bis-(4-chloro-phenyl)-4,5-dimethyl-4,5-dihydro-imidazole-1-carbonyl]-piperidin-4-yl}-N-(4-fluoro-phenyl)-acetamide). Reaction SMILES: [C:1]([C:5]1[N:10]=[CH:9][C:8]([C:11]2[N:12]([C:32]([N:34]3[CH2:39][CH2:38][CH:37]([CH2:40][C:41]([OH:43])=O)[CH2:36][CH2:35]3)=[O:33])[C@@:13]([C:25]3[CH:30]=[CH:29][C:28]([Cl:31])=[CH:27][CH:26]=3)([CH3:24])[C@@:14]([C:17]3[CH:22]=[CH:21][C:20]([Cl:23])=[CH:19][CH:18]=3)([CH3:16])[N:15]=2)=[C:7]([O:44][CH2:45][CH3:46])[CH:6]=1)([CH3:4])([CH3:3])[CH3:2].[F:47][C:48]1[CH:54]=[CH:53][C:51]([NH2:52])=[CH:50][CH:49]=1>>[C:1]([C:5]1[N:10]=[CH:9][C:8]([C:11]2[N:12]([C:32]([N:34]3[CH2:39][CH2:38][CH:37]([CH2:40][C:41]([NH:52][C:51]4[CH:53]=[CH:54][C:48]([F:47])=[CH:49][CH:50]=4)=[O:43])[CH2:36][CH2:35]3)=[O:33])[C@@:13]([C:25]3[CH:30]=[CH:29][C:28]([Cl:31])=[CH:27][CH:26]=3)([CH3:24])[C@@:14]([C:17]3[CH:22]=[CH:21][C:20]([Cl:23])=[CH:19][CH:18]=3)([CH3:16])[N:15]=2)=[C:7]([O:44][CH2:45][CH3:46])[CH:6]=1)([CH3:2])([CH3:3])[CH3:4]. Procedure details: In a manner analogous to the method described in example 163, {1-[(4S,5R)-2-(6-tert-butyl-4-ethoxy-pyridin-3-yl)-4,5-bis-(4-chloro-phenyl)-4,5-dimethyl-4,5-dihydro-imidazole-1-carbonyl]-piperidin-4-yl}-acetic acid was reacted with 4-fluoroaniline (Aldrich) to give the title product. LC-MS (ES+) 758 [(M+H)+]. The reactants are [C-]#N.[Na+] (sodium cyanide), CS(=O)(=O)OC1C(CCCC1)N(CC1=CC=CC=C1)CC1=CC=CC=C1 (2-[bis(phenylmethyl)amino]-cyclohexanol methanesulfonate), Cl (HCl). Run in CCOCC (ether). The product is C1(=CC=CC=C1)CN(C1C(CCCC1)C#N)CC1=CC=CC=C1 (2-[Bis(phenylmethyl)amino]cyclohexanecarbonitrile). As a reaction SMILES: [C-:1]#[N:2].[Na+].CS(O[CH:9]1[CH2:14][CH2:13][CH2:12][CH2:11][CH:10]1[N:15]([CH2:23][C:24]1[CH:29]=[CH:28][CH:27]=[CH:26][CH:25]=1)[CH2:16][C:17]1[CH:22]=[CH:21][CH:20]=[CH:19][CH:18]=1)(=O)=O.Cl>CCOCC>[C:17]1([CH2:16][N:15]([CH2:23][C:24]2[CH:29]=[CH:28][CH:27]=[CH:26][CH:25]=2)[CH:10]2[CH2:11][CH2:12][CH2:13][CH2:14][CH:9]2[C:1]#[N:2])[CH:22]=[CH:21][CH:20]=[CH:19][CH:18]=1 |f:0.1|. Procedure: To 100 mL of ether is added 10 g (0.2 mol) of sodium cyanide and 37.3 g (0.1 mol) of 2-[bis(phenylmethyl)amino]-cyclohexanol methanesulfonate. Reflux the reaction and monitor by thin-layer chromatography. Upon completion add 1N HCl until gas evolution ceases. Remove the solvent in vacuo and add saturated aqueous sodium bicarbonate and 100 mL methylene chloride. Dry the organic phase over Na2SO4. Filter off the drying agent and evaporate the solvent in vacuo to obtain the title compound. The reactants are O (Water), [OH-].[Na+] (Sodium hydroxide), C(C)(=O)O[C@@H]1CC2=CC[C@H]3[C@@H]4C[C@H]([C@@H]([C@@]4(C)CC[C@@H]3[C@]2(CC1)C)NC)O (17β-methylamino-androst-5-ene-3β,16α-diol 3-acetate), resultant solution. Reported procedure: Sodium hydroxide solution (1.63 ml; 4 N) was added to a solution of 17β-methylamino-androst-5-ene-3β,16α-diol 3-acetate (1.63 g) in ethanol (32.6 ml) and the resultant solution was refluxed for 1 h. Water (350 ml) was added and the precipitated crude product was filtered off and washed with water. The product was dissolved in a mixture of dichloromethane-methanol (≈1:1) and treated with charcoal. After filtration through dicalite, the filtrates were evaporated to dryness and the resultant offwhi... The product is CN[C@@H]1[C@]2(C)[C@@H](C[C@H]1O)[C@@H]1CC=C3C[C@H](CC[C@]3(C)[C@H]1CC2)O (17β-methylamino-androst-5-ene-3β,16α-diol). Solvent: C(C)O (ethanol). RXN SMILES: [OH-].[Na+].C([O:6][C@H:7]1[CH2:24][CH2:23][C@@:22]2([CH3:25])[C:9](=[CH:10][CH2:11][C@@H:12]3[C@@H:21]2[CH2:20][CH2:19][C@@:17]2([CH3:18])[C@H:13]3[CH2:14][C@@H:15]([OH:28])[C@@H:16]2[NH:26][CH3:27])[CH2:8]1)(=O)C.O>C(O)C>[CH3:27][NH:26][C@H:16]1[C@H:15]([OH:28])[CH2:14][C@H:13]2[C@H:12]3[C@H:21]([CH2:20][CH2:19][C@:17]12[CH3:18])[C@:22]1([CH3:25])[C:9]([CH2:8][C@@H:7]([OH:6])[CH2:24][CH2:23]1)=[CH:10][CH2:11]3 |f:0.1|.